The task is: describe an organic reaction: reactants, conditions, products, and yield. This data is from the Open Reaction Database (ORD), a public repository of structured organic reaction records. Starting materials: FC1=CC=C2C=C(C(=NC2=C1C)N1CCN(CC1)C1=NC=CC=C1)[C@H](C)N ((S)-1-{7-fluoro-8-methyl-2-[4-(pyridin-2-yl)piperazin-1-yl]quinolin-3-yl}ethanamine), ClC=1C2=C(N=CN1)C=CC=N2 (4-chloropyrido[3,2-d]pyrimidine), CCN(C(C)C)C(C)C (DIPEA). Solvent: CN1CCCC1=O (NMP). The product is FC1=CC=C2C=C(C(=NC2=C1C)N1CCN(CC1)C1=NC=CC=C1)[C@H](C)NC=1C2=C(N=CN1)C=CC=N2 ((S)-N-(1-{7-Fluoro-8-methyl-2-[4-(pyridin-2-yl)piperazin-1-yl]quinolin-3-yl}ethyl)pyrido[3,2-d]pyrimidin-4-amine). The yield is 58.1%. As a reaction SMILES: [F:1][C:2]1[C:11]([CH3:12])=[C:10]2[C:5]([CH:6]=[C:7]([C@@H:25]([NH2:27])[CH3:26])[C:8]([N:13]3[CH2:18][CH2:17][N:16]([C:19]4[CH:24]=[CH:23][CH:22]=[CH:21][N:20]=4)[CH2:15][CH2:14]3)=[N:9]2)=[CH:4][CH:3]=1.Cl[C:29]1[C:30]2[N:38]=[CH:37][CH:36]=[CH:35][C:31]=2[N:32]=[CH:33][N:34]=1.CCN(C(C)C)C(C)C>CN1C(=O)CCC1>[F:1][C:2]1[C:11]([CH3:12])=[C:10]2[C:5]([CH:6]=[C:7]([C@@H:25]([NH:27][C:29]3[C:30]4[N:38]=[CH:37][CH:36]=[CH:35][C:31]=4[N:32]=[CH:33][N:34]=3)[CH3:26])[C:8]([N:13]3[CH2:14][CH2:15][N:16]([C:19]4[CH:24]=[CH:23][CH:22]=[CH:21][N:20]=4)[CH2:17][CH2:18]3)=[N:9]2)=[CH:4][CH:3]=1. Reported procedure: Following the procedure described for Intermediate 13, Intermediate 14 (530 mg, 1.1 mmol) and TFA (3 mL) in DCM (6 mL) afforded (S)-1-{7-fluoro-8-methyl-2-[4-(pyridin-2-yl)piperazin-1-yl]quinolin-3-yl}ethanamine as a white foam, which was used in the next step without any further purification. Following the procedure described for Example 5, (S)-1-{7-fluoro-8-methyl-2-[4-(pyridin-2-yl)piperazin-1-yl]quinolin-3-yl}ethanamine (60 mg, 0.16 mmol), 4-chloropyrido[3,2-d]pyrimidine (33 mg, 0.19 mmol) a... The reactants are NC=1C=2N(C=CC1)C(=C(N2)C)C (8-amino-2,3-dimethylimidazo[1,2-a]pyridine), C([O-])([O-])=O.[Na+].[Na+] (sodium carbonate), C(C)(C)(C)OC(=O)NC1=C(CCl)C(=CC=C1)C (2-tert-butoxycarbonylamino-6-methylbenzylchloride), [I-].[Na+] (sodium iodide). The solvent is CC(=O)C (acetone). Yields the product C(C)(C)(C)OC(=O)NC1=C(CNC=2C=3N(C=CC2)C(=C(N3)C)C)C(=CC=C1)C (8-(2-tert-Butoxycarbonylamino-6-methylbenzylamino)-2,3-dimethylimidazo[1,2-a]pyridine). RXN SMILES: [NH2:1][C:2]1[C:3]2[N:4]([C:8]([CH3:12])=[C:9]([CH3:11])[N:10]=2)[CH:5]=[CH:6][CH:7]=1.[C:13]([O:17][C:18]([NH:20][C:21]1[CH:28]=[CH:27][CH:26]=[C:25]([CH3:29])[C:22]=1[CH2:23]Cl)=[O:19])([CH3:16])([CH3:15])[CH3:14].[I-].[Na+].C(=O)([O-])[O-].[Na+].[Na+]>CC(C)=O>[C:13]([O:17][C:18]([NH:20][C:21]1[CH:28]=[CH:27][CH:26]=[C:25]([CH3:29])[C:22]=1[CH2:23][NH:1][C:2]1[C:3]2[N:4]([C:8]([CH3:12])=[C:9]([CH3:11])[N:10]=2)[CH:5]=[CH:6][CH:7]=1)=[O:19])([CH3:16])([CH3:15])[CH3:14] |f:2.3,4.5.6|. Procedure: The title compound is prepared according to the procedure described for example 1 starting from 8-amino-2,3-dimethylimidazo[1,2-a]pyridine (4.8 g), 2-tert-butoxycarbonylamino-6-methylbenzylchloride (9.2 g), sodium iodide (5.5 g) and sodium carbonate (8.0 g) in acetone (250 ml). Purification by chromatography on silica gel (toluene/dioxane 20:1 as eluent) and crystallization from diisopropyl ether yield 7.1 g (62%) of m.p. 149°-152° C. Starting materials: C=CC1=CC=CC=C1 (styrene), C=CC1=CC=CC=C1 (styrene), CC#N (CH3CN), C#N.CC#N (HCN CH3CN), C(C)#N (acetonitrile), C=CC1=CC=CC=C1 (styrene), C#N.CC#N (HCN CH3CN), C#N.CC#N (HCN CH3CN), CC(C)CCCCCOC(=O)C1=CC=CC=C1C(=O)OCCCCCC(C)C (Diop), NiI2. The reagents and catalysts are [Zn] (zinc), [Zn] (zinc), [Zn] (zinc). Solvent: CCCCCCC (heptane), CCOCC (ether). Conditions: time 5 hour. Yields the product C1(=CC=CC=C1)C(C#N)C (PhCH(CN)CH3). RXN SMILES: CC(CCCCCOC(C1C(C(OCCCCCC(C)C)=O)=CC=CC=1)=O)C.[CH2:29]=[CH:30][C:31]1[CH:36]=[CH:35][CH:34]=[CH:33][CH:32]=1.C(#N)C.[CH:40]#[N:41].CC#N>CCCCCCC.CCOCC.[Zn]>[C:31]1([CH:30]([CH3:29])[C:40]#[N:41])[CH:36]=[CH:35][CH:34]=[CH:33][CH:32]=1 |f:3.4|. Procedure: A mixture of 1.5 g (+) Diop (2,3-O-Isopropylidene-2,3-dihydroxy-1,4-bis(diphenylphosphino)butane, Aldrich Chemical Co.), 300 mg NiI2, 300 mg zinc dust, 2 ml commercial stabilized styrene, and 2 ml acetonitrile was stirred at 80° for 5 hr. then 250 μl HCN/CH3CN (11N) was added overnight by syringe pump. After addition of 2 ml styrene, 1 ml CH3CN and ca. 100 mg zinc dust another 400 μl HCN/CH3CN was added during eight hours. After addition of 4 ml styrene and 100 mg zinc addition of HCN/CH3CN at 5...